From a dataset of the Open Reaction Database (ORD), a public repository of structured organic reaction records. describe an organic reaction: reactants, conditions, products, and yield The yield is 74.5%. Procedure: To a solution ethyl 3-[N-[4-(2,4-dioxothiazolidin-5-yl)benzyl]-N-pentanoylamino]benzoate (0.73 g) obtained in Example 21f in ethanol (10 ml) was added 1N NaOH aqueous solution (3.5 ml), and the mixture was stirred at room temperature for 3 hrs. Then 1N NaOH aqueous solution (1.0 ml) was added, and the mixture was further stirred at room temperature for 3 hrs. To the reaction mixture was added 1N hydrochloric acid (4.5 ml), and the resultant product was extracted with ethyl acetate. The extract w... Solvent: C(C)O (ethanol). Reaction conditions: time 3 hour. Yields the product O=C1SC(C(N1)=O)C1=CC=C(CN(C(CCCC)=O)C=2C=C(C(=O)O)C=CC2)C=C1 (3-[N-[4-(2,4-dioxothiazolidin-5-yl)benzyl]-N-pentanoylamino]benzoic acid). Reactants: O=C1SC(C(N1)=O)C1=CC=C(CN(C(CCCC)=O)C=2C=C(C(=O)OCC)C=CC2)C=C1 (ethyl 3-[N-[4-(2,4-dioxothiazolidin-5-yl)benzyl]-N-pentanoylamino]benzoate), [OH-].[Na+] (NaOH), Cl (hydrochloric acid), [OH-].[Na+] (NaOH). Reaction SMILES: [O:1]=[C:2]1[NH:6][C:5](=[O:7])[CH:4]([C:8]2[CH:32]=[CH:31][C:11]([CH2:12][N:13]([C:20]3[CH:21]=[C:22]([CH:28]=[CH:29][CH:30]=3)[C:23]([O:25]CC)=[O:24])[C:14](=[O:19])[CH2:15][CH2:16][CH2:17][CH3:18])=[CH:10][CH:9]=2)[S:3]1.[OH-].[Na+].Cl>C(O)C>[O:1]=[C:2]1[NH:6][C:5](=[O:7])[CH:4]([C:8]2[CH:9]=[CH:10][C:11]([CH2:12][N:13]([C:20]3[CH:21]=[C:22]([CH:28]=[CH:29][CH:30]=3)[C:23]([OH:25])=[O:24])[C:14](=[O:19])[CH2:15][CH2:16][CH2:17][CH3:18])=[CH:31][CH:32]=2)[S:3]1 |f:1.2|. Starting materials: CCOCC, CCCc1nc2c(N)nc3ccccc3c2n1CCOCCCCl, [H-], [H][H], [Na+], CN(C)C=O, O, Sc1ccccn1. Product: CCCc1nc2c(N)nc3ccccc3c2n1CCOCCCSc1ccccn1. RXN SMILES: [CH3:41][CH2:42][O:43][CH2:44][CH3:45].[Cl:12][CH2:13][CH2:14][CH2:15][O:16][CH2:17][CH2:18][n:19]1[c:20]([CH2:33][CH2:34][CH3:35])[n:21][c:22]2[c:23]([NH2:32])[n:24][c:25]3[cH:26][cH:27][cH:28][cH:29][c:30]3[c:31]12.[H-:8].[H:10][H:11].[Na+:9].[O:36]=[CH:37][N:38]([CH3:39])[CH3:40].[OH2:46].[SH:1][c:2]1[n:3][cH:4][cH:5][cH:6][cH:7]1>>[S:1]([c:2]1[n:3][cH:4][cH:5][cH:6][cH:7]1)[CH2:13][CH2:14][CH2:15][O:16][CH2:17][CH2:18][n:19]1[c:20]([CH2:33][CH2:34][CH3:35])[n:21][c:22]2[c:23]([NH2:32])[n:24][c:25]3[cH:26][cH:27][cH:28][cH:29][c:30]3[c:31]12.